This data is from the Open Reaction Database (ORD), a public repository of structured organic reaction records. The task is: describe an organic reaction: reactants, conditions, products, and yield Starting materials: C(CC)(=O)NC=1C=C(C=CC1)C1CCN(CC1)C(=O)OC(C)(C)C (tert-butyl 4-[3-(propionylamino)phenyl]-1-piperidinecarboxylate), Cl (HCl). The solvent is O1CCOCC1 (dioxane). Yields the product N1CCC(CC1)C=1C=C(C=CC1)NC(CC)=O (N-[3-(4-PIPERIDINYL)PHENYL]PROPANAMIDE). Yield: 99880.7%. Reaction SMILES: [C:1]([NH:5][C:6]1[CH:7]=[C:8]([CH:12]2[CH2:17][CH2:16][N:15](C(OC(C)(C)C)=O)[CH2:14][CH2:13]2)[CH:9]=[CH:10][CH:11]=1)(=[O:4])[CH2:2][CH3:3].Cl>O1CCOCC1>[NH:15]1[CH2:16][CH2:17][CH:12]([C:8]2[CH:7]=[C:6]([NH:5][C:1](=[O:4])[CH2:2][CH3:3])[CH:11]=[CH:10][CH:9]=2)[CH2:13][CH2:14]1. Procedure details: Into a stirred solution of tert-butyl 4-[3-(propionylamino)phenyl]-1-piperidinecarboxylate (18.8 g, 0.0543 mmol) in dioxane (100 mL) at 5° C. was bubbled HCl gas for 2 h. The solvent was removed in vacuo, the residue was dissolved in water (100 mL) and neutralized by adding 10% KOH aqueous solution. The aqueous layer was extracted (3×200 mL) with a mixture of CHCl3/isopropyl alcohol (3:1), and the combined organic layers were washed with brine (100 mL), dried over Na2SO4, filtered and concentrat... Reactants: C1CCOC1, C[Si](C)(C)[N-][Si](C)(C)C, CI, [Na+], c1cncc(-c2noc(-c3ccc[nH]3)n2)c1. Product: Cn1cccc1-c1nc(-c2cccnc2)no1. Reaction SMILES: [CH2:29]1[O:30][CH2:31][CH2:32][CH2:33]1.[CH3:17][Si:18]([CH3:19])([CH3:20])[N-:21][Si:22]([CH3:23])([CH3:24])[CH3:25].[I:27][CH3:28].[Na+:26].[nH:1]1[c:2](-[c:6]2[n:7][c:8](-[c:11]3[cH:12][n:13][cH:14][cH:15][cH:16]3)[n:9][o:10]2)[cH:3][cH:4][cH:5]1>>[n:1]1([CH3:17])[c:2](-[c:6]2[n:7][c:8](-[c:11]3[cH:12][n:13][cH:14][cH:15][cH:16]3)[n:9][o:10]2)[cH:3][cH:4][cH:5]1.